Dataset: the Open Reaction Database (ORD), a public repository of structured organic reaction records. Task: describe an organic reaction: reactants, conditions, products, and yield Reaction SMILES: Br[CH:2]([C:5]1[C:6]([C:12]([F:15])([F:14])[F:13])=[N:7][N:8]([CH3:11])[C:9]=1[CH3:10])[CH2:3]Br.[OH-].[K+]>C1(C)C=CC=CC=1>[C:2]([C:5]1[C:6]([C:12]([F:14])([F:15])[F:13])=[N:7][N:8]([CH3:11])[C:9]=1[CH3:10])#[CH:3] |f:1.2|. Procedure details: 7.3 g (20.9 mmol) of 4-(1,2-dibromoethyl)-1,5-dimethyl-3-(trifluoromethyl)-1H-pyrazole are taken up in 5 ml of toluene and heated to 70° C. for 12 h together with a 60% aqueous KOH solution (10 ml) and 1.2 g of polyethylene glycol 600. After the end of the reaction, the two phases are separated, the aqueous phase is extracted with toluene and the combined organic phases are dried over MgSO4 and concentrated. The product is obtained as a solid in an 81% yield. Starting materials: BrC(CBr)C=1C(=NN(C1C)C)C(F)(F)F (4-(1,2-dibromoethyl)-1,5-dimethyl-3-(trifluoromethyl)-1H-pyrazole), [OH-].[K+] (KOH), polyethylene glycol 600. The product is C(#C)C=1C(=NN(C1C)C)C(F)(F)F (4-ethinyl-1,5-dimethyl-3-(trifluoromethyl)-1H-pyrazole). Run in C1(=CC=CC=C1)C (toluene). Isolated yield 81.0%.